From a dataset of the Open Reaction Database (ORD), a public repository of structured organic reaction records. describe an organic reaction: reactants, conditions, products, and yield Starting materials: COC(=O)COc1ccc(NC(=O)c2ccc(N=[N+]=[N-])cc2O)cn1, [I-], NCl, [Na+], CN(C)C=O, O. The product is COC(=O)COc1ccc(NC(=O)c2cc(I)c(N=[N+]=[N-])cc2O)cn1. As a reaction SMILES: [CH3:1][O:2][C:3]([CH2:4][O:5][c:6]1[n:7][cH:8][c:9]([NH:12][C:13]([c:14]2[c:15]([OH:23])[cH:16][c:17]([N:20]=[N+:21]=[N-:22])[cH:18][cH:19]2)=[O:24])[cH:10][cH:11]1)=[O:25].[I-:27].[NH2:28][Cl:29].[Na+:26].[O:31]=[CH:32][N:33]([CH3:34])[CH3:35].[OH2:30]>>[CH3:1][O:2][C:3]([CH2:4][O:5][c:6]1[n:7][cH:8][c:9]([NH:12][C:13]([c:14]2[c:15]([OH:23])[cH:16][c:17]([N:20]=[N+:21]=[N-:22])[c:18]([I:27])[cH:19]2)=[O:24])[cH:10][cH:11]1)=[O:25]. Starting materials: N (ammonia), [C@H]12CCC[C@@H]2C(OC1)=O ((1R,5S)-(+)-7-oxabicyclo[3.3.0]octan-6-one), ClCCl.CO (dichloromethane methanol). Run in C(C)O (ethanol). The product is OC[C@H]1[C@H](CCC1)C(=O)N ((1S,2R)-2-hydroxymethyl-1-cydopentanecarboxamide). Isolated yield 61.7%. Reaction SMILES: [C@H:1]12[CH2:8][O:7][C:6](=[O:9])[C@H:5]1[CH2:4][CH2:3][CH2:2]2.[NH3:10].ClCCl.CO>C(O)C>[OH:7][CH2:8][C@@H:1]1[CH2:2][CH2:3][CH2:4][C@@H:5]1[C:6]([NH2:10])=[O:9] |f:2.3|. Reported procedure: (1R,5S)-(+)-7-oxabicyclo[3.3.0]octan-6-one (1 gram) was dissolved in 5 ml of absolute ethanol, followed by the addition of 0.5 gram of gaseous ammonia. The solution was kept in a stoppered flask, and the progress of the reaction was followed by thin layer chromatography (eluent dichloromethane/methanol 20:1). After the reaction was judged complete, the ethanol was evaporated and the resulting residue redissolved in ethyl acetate. Ammonia was removed by extraction with 1% HCl, and the ethyl aceta... The product is C1(CC1)C(C1=NOC(=N1)C)NC(=O)C1=NC(=C(C=C1)C(F)(F)F)OCC1CC1 (6-Cyclopropylmethoxy-5-trifluoromethyl-pyridine-2-carboxylic acid [cyclopropyl-(5-methyl-[1,2,4]oxadiazol-3-yl)-methyl]-amide). Reactants: C1(CC1)COC1=C(C=CC(=N1)C(=O)O)C(F)(F)F (6-cyclopropylmethoxy-5-trifluoromethyl-pyridine-2-carboxylic acid), C1(CC1)N(C)C1=NOC(=N1)C (cyclopropyl-(5-methyl-[1,2,4]oxadiazol-3-yl)-methylamine), C1(CC1)C[C@@H](C1=NOC(=N1)C)N ((S)-2-cyclopropyl-1-(5-methyl-[1,2,4]oxadiazol-3-yl)-ethylamine). Procedure details: The title compound was synthesized in analogy to Example 1, using 6-cyclopropylmethoxy-5-trifluoromethyl-pyridine-2-carboxylic acid (Example 113 d) and cyclopropyl-(5-methyl-[1,2,4]oxadiazol-3-yl)-methylamine (which can e.g. be prepared in a similar manner than (S)-2-cyclopropyl-1-(5-methyl-[1,2,4]oxadiazol-3-yl)-ethylamine (Example 38 e)) as starting materials, MS (EI): m/e=397.0 [M+H]+. As a reaction SMILES: [CH:1]1([CH2:4][O:5][C:6]2[N:11]=[C:10]([C:12]([OH:14])=O)[CH:9]=[CH:8][C:7]=2[C:15]([F:18])([F:17])[F:16])[CH2:3][CH2:2]1.C1(N(C2N=C(C)ON=2)C)CC1.[CH:30]1([CH2:33][C@H:34]([NH2:41])[C:35]2[N:39]=[C:38]([CH3:40])[O:37][N:36]=2)[CH2:32]C1>>[CH:33]1([CH:34]([NH:41][C:12]([C:10]2[CH:9]=[CH:8][C:7]([C:15]([F:18])([F:17])[F:16])=[C:6]([O:5][CH2:4][CH:1]3[CH2:2][CH2:3]3)[N:11]=2)=[O:14])[C:35]2[N:39]=[C:38]([CH3:40])[O:37][N:36]=2)[CH2:30][CH2:32]1. Starting materials: COC(=O)C1=CC2=C(N=C(N2)C2=C(C=CC(=C2)C=2C(=NC=CC2)OC)O)C=C1 (2-[2-hydroxy-5-(2-methoxy-pyridin-3-yl)-phenyl]-3H-benzoimidazole-5-carboxylic acid methyl ester), NN (hydrazine). Solvent: CCO (EtOH). Reaction conditions: temperature 90 celsius. Product: OC1=C(C=C(C=C1)C=1C(=NC=CC1)OC)C=1NC2=C(N1)C=CC(=C2)C(=O)NN (2-[2-Hydroxy-5-(2-methoxy-pyridin-3-yl)-phenyl]-3H-benzoimidazole-5-carboxylic acid hydrazide). Isolated yield 66.6%. RXN SMILES: C[O:2][C:3]([C:5]1[CH:28]=[CH:27][C:8]2[N:9]=[C:10]([C:12]3[CH:17]=[C:16]([C:18]4[C:19]([O:24][CH3:25])=[N:20][CH:21]=[CH:22][CH:23]=4)[CH:15]=[CH:14][C:13]=3[OH:26])[NH:11][C:7]=2[CH:6]=1)=O.[NH2:29][NH2:30]>CCO>[OH:26][C:13]1[CH:14]=[CH:15][C:16]([C:18]2[C:19]([O:24][CH3:25])=[N:20][CH:21]=[CH:22][CH:23]=2)=[CH:17][C:12]=1[C:10]1[NH:11][C:7]2[CH:6]=[C:5]([C:3]([NH:29][NH2:30])=[O:2])[CH:28]=[CH:27][C:8]=2[N:9]=1. Procedure: To a suspension of 2-[2-hydroxy-5-(2-methoxy-pyridin-3-yl)-phenyl]-3H-benzoimidazole-5-carboxylic acid methyl ester (37.5 mg, 0.1 mmol) in EtOH (1 mL) was added anhydrous hydrazine (32 mg, 1 mmol). The reaction mixture was heated at 90° C. for 18 h, cooled to the room temperature, filtered to get the solid precipitate that was dried under reduced pressure to afford the title compound (25 mg, 33%). 1H NMR (DMSO-d6) δ 3.92 (s, 3H), 4.51 (br s, 2H, NH), 7.11-7.17 (2H), 7.63 (d, J=9 Hz, 1H), 7.71 (d... Reactants: CC(C)=O, CC(=O)[O-], O=C(Cl)CCl, C1CNCC2(C1)CC1CCC2CC1, [Na+], O. The product is O=C(CCl)N1CCCC2(CC3CCC2CC3)C1. Reaction SMILES: [CH3:25][C:26](=[O:27])[CH3:28].[CH3:2][C:3](=[O:4])[O-:5].[Cl:19][CH2:20][C:21](=[O:22])[Cl:23].[NH:6]1[CH2:7][C:8]2([CH:9]3[CH2:10][CH2:11][CH:12]([CH2:13]2)[CH2:14][CH2:15]3)[CH2:16][CH2:17][CH2:18]1.[Na+:1].[OH2:24]>>[N:6]1([C:21]([CH2:20][Cl:19])=[O:22])[CH2:7][C:8]2([CH:9]3[CH2:10][CH2:11][CH:12]([CH2:13]2)[CH2:14][CH2:15]3)[CH2:16][CH2:17][CH2:18]1.